This data is from the Open Reaction Database (ORD), a public repository of structured organic reaction records. The task is: describe an organic reaction: reactants, conditions, products, and yield The reactants are O=C([O-])[O-], Cc1cc(N2CCCC2)c2ccc(O)cc2n1, COc1cccc(CCl)c1, [K+], [K+], CN(C)C=O. The product is COc1cccc(COc2ccc3c(N4CCCC4)cc(C)nc3c2)c1, Cl. RXN SMILES: [C:18](=[O:19])([O-:20])[O-:21].[CH3:1][c:2]1[n:3][c:4]2[cH:5][c:6]([OH:17])[cH:7][cH:8][c:9]2[c:10]([N:12]2[CH2:13][CH2:14][CH2:15][CH2:16]2)[cH:11]1.[CH3:24][O:25][c:26]1[cH:27][c:28]([CH2:29][Cl:30])[cH:31][cH:32][cH:33]1.[K+:22].[K+:23].[O:34]=[CH:35][N:36]([CH3:37])[CH3:38]>>[CH3:1][c:2]1[n:3][c:4]2[cH:5][c:6]([O:17][CH2:29][c:28]3[cH:27][c:26]([O:25][CH3:24])[cH:33][cH:32][cH:31]3)[cH:7][cH:8][c:9]2[c:10]([N:12]2[CH2:13][CH2:14][CH2:15][CH2:16]2)[cH:11]1.[ClH:30]. Reactants: C(=C)C1=CC=C(C(=O)O)C=C1 (4-vinyl benzoic acid), C(=C)C1=CC=C(C(=O)O)C=C1 (4-vinyl benzoic acid), C(=C)C1=CC=C(C(=O)O)C=C1 (4-vinyl benzoic acid), S(=O)(Cl)Cl (thionyl chloride), C(C1=CC=CC=C1)(=O)O (benzoic acid), S(=O)(Cl)Cl (thionyl chloride). Run in C(Cl)(Cl)Cl (chloroform), [N+](=O)([O-])C1=CC=CC=C1 (nitrobenzene). Conditions: temperature 50 celsius. Product: C(=C)C1=CC=C(C(=O)Cl)C=C1 (4-vinyl benzoyl chloride). Isolated yield 91.0%. RXN SMILES: [CH:1]([C:3]1[CH:11]=[CH:10][C:6]([C:7](O)=[O:8])=[CH:5][CH:4]=1)=[CH2:2].S(Cl)([Cl:14])=O.C(O)(=O)C1C=CC=CC=1>C(Cl)(Cl)Cl.[N+](C1C=CC=CC=1)([O-])=O>[CH:1]([C:3]1[CH:11]=[CH:10][C:6]([C:7]([Cl:14])=[O:8])=[CH:5][CH:4]=1)=[CH2:2]. Procedure details: 4-vinyl benzoyl chloride was synthesized from 4-vinyl benzoic acid (obtained from Trans World Chemicals). The 4-vinyl benzoic acid was dissolved in chloroform with a small (0.16 mole/mole 4-vinyl benzoic acid) amount of nitrobenzene added as an inhibitor to prevent cross-linking. A large excess of thionyl chloride (six times the moles of benzoic acid) was added dropwise while stirring and gently heating to 50° C. Once the thionyl chloride was completely added, and the solution was at a temperatu... The reactants are NC1=C(C=O)C=C(C(=C1)Cl)Br (2-amino-5-bromo-4-chlorobenzaldehyde), NC(=O)N (urea). Conditions: temperature 180 celsius, time 5 hour. Product: BrC=1C=C2C=NC(=NC2=CC1Cl)O (6-bromo-7-chloroquinazolin-2-ol). As a reaction SMILES: [NH2:1][C:2]1[CH:9]=[C:8]([Cl:10])[C:7]([Br:11])=[CH:6][C:3]=1[CH:4]=O.[NH2:12][C:13](N)=[O:14]>>[Br:11][C:7]1[CH:6]=[C:3]2[C:2](=[CH:9][C:8]=1[Cl:10])[N:1]=[C:13]([OH:14])[N:12]=[CH:4]2. Reported procedure: A mixture of 2-amino-5-bromo-4-chlorobenzaldehyde (5 g, 21.46 mmol) and urea (18 g, 300.0 mmol) was stirred at 180° C. for 5 hours. LCMS monitored the reaction was completed. The mixture was cooled to room temperature, washed with water (100 mL×3) and filtered. The filtration cake was dried to get the title compound as a yellow solid (6 g (crude, 100%). MS (ES+) C8H4BrClN2O requires: 258, 260, found: 259, 261 [M+H]+. The reactants are CC1(C)OB(C2=CC(=O)CCC2)OC1(C)C, COCCOC, CCO, Fc1cc(Oc2nccnc2Cl)ccc1Nc1nc2ccccc2s1, [Na+], [Na+], O=C([O-])[O-], O, O, Cl[Pd]Cl, c1ccc(P(c2ccccc2)c2ccccc2)cc1, c1ccc(P(c2ccccc2)c2ccccc2)cc1. The product is O=C1C=C(c2nccnc2Oc2ccc(Nc3nc4ccccc4s3)c(F)c2)CCC1. Reaction SMILES: [CH3:26][C:27]1([CH3:28])[C:29]([CH3:30])([CH3:31])[O:32][B:33]([C:34]2=[CH:35][C:36](=[O:40])[CH2:37][CH2:38][CH2:39]2)[O:41]1.[CH3:49][O:50][CH2:51][CH2:52][O:53][CH3:54].[CH3:56][CH2:57][OH:58].[Cl:1][c:2]1[c:3]([O:8][c:9]2[cH:10][c:11]([F:25])[c:12]([NH:15][c:16]3[s:17][c:18]4[c:19]([n:20]3)[cH:21][cH:22][cH:23][cH:24]4)[cH:13][cH:14]2)[n:4][cH:5][cH:6][n:7]1.[Na+:42].[Na+:43].[O-:44][C:45](=[O:46])[O-:47].[OH2:48].[OH2:55].[Pd:59]([Cl:60])[Cl:61].[c:62]1([P:63]([c:64]2[cH:65][cH:66][cH:67][cH:68][cH:69]2)[c:70]2[cH:71][cH:72][cH:73][cH:74][cH:75]2)[cH:76][cH:77][cH:78][cH:79][cH:80]1.[c:81]1([P:82]([c:83]2[cH:84][cH:85][cH:86][cH:87][cH:88]2)[c:89]2[cH:90][cH:91][cH:92][cH:93][cH:94]2)[cH:95][cH:96][cH:97][cH:98][cH:99]1>>[c:2]1([C:34]2=[CH:35][C:36](=[O:40])[CH2:37][CH2:38][CH2:39]2)[c:3]([O:8][c:9]2[cH:10][c:11]([F:25])[c:12]([NH:15][c:16]3[s:17][c:18]4[c:19]([n:20]3)[cH:21][cH:22][cH:23][cH:24]4)[cH:13][cH:14]2)[n:4][cH:5][cH:6][n:7]1.